Dataset: the Open Reaction Database (ORD), a public repository of structured organic reaction records. Task: describe an organic reaction: reactants, conditions, products, and yield Reagents/catalysts: Cl (hydrochloric acid). Run in C1(=CC=CC=C1)C (toluene), C1(=CC=CC=C1)C (toluene). Yields the product BrC1=NN(C(=C1C=O)Br)C(C)OCC (3,5-dibromo-1-(1-ethoxyethyl)-1H-pyrazole-4-carboxaldehyde). RXN SMILES: [Br:1][C:2]1[C:6]([CH:7]=[O:8])=[C:5]([Br:9])[NH:4][N:3]=1.[CH:10]([O:12][CH2:13][CH3:14])=[CH2:11]>Cl.C1(C)C=CC=CC=1>[Br:1][C:2]1[C:6]([CH:7]=[O:8])=[C:5]([Br:9])[N:4]([CH:10]([O:12][CH2:13][CH3:14])[CH3:11])[N:3]=1. Run at time 15 hour. Procedure details: 1 g (3.94 mmol) of 3,5-dibromo-1H-pyrazole-4-carboxaldehyde, 1.5 cm3 (16 mmol) of ethyl vinyl ether and 3 drops of 12N concentrated hydrochloric acid are introduced with stirring into 30 cm3 of toluene at a temperature in the region of 20° C. The reaction mixture is stirred for 15 hours at a temperature in the region of 20° C., 1.5 cm3 (16 mmol) of ethyl vinyl ether are then run in and stirring is continued for 15 hours at a temperature in the region of 20° C. The reaction mixture is then dilute... Isolated yield 92.7%. Reactants: BrC1=NNC(=C1C=O)Br (3,5-dibromo-1H-pyrazole-4-carboxaldehyde), C(=C)OCC (ethyl vinyl ether), C(=C)OCC (ethyl vinyl ether). Reactants: [H-].[Na+] (Sodium hydride), N1=CN=C(C2=CC=CC=C12)N (Quinazolin-4-ylamine), C(C)(C)N(C(C)C)CC (N,N-diisopropylethylamine), BrCC1=C(N(C2=CC(=CC=C2C1=O)Cl)C1=CC=CC=C1)C(=O)OC (methyl 3-(bromomethyl)-7-chloro-4-oxo-1-phenyl-1,4-dihydroquinoline-2-carboxylate). The solvent is C1CCOC1 (THF), O (H2O), ClCCl (dichloromethane). Conditions: time 8 hour. Yields the product COC(=O)C=1N(C2=CC(=CC=C2C(C1CNC1=NC=NC2=CC=CC=C12)=O)Cl)C1=CC=CC=C1 (7-chloro-4-oxo-1-phenyl-3-(quinazolin-4-ylaminomethyl)-1,4-dihydro-quinoline-2-carboxylic acid methyl ester). As a reaction SMILES: Br[CH2:2][C:3]1[C:12](=[O:13])[C:11]2[C:6](=[CH:7][C:8]([Cl:14])=[CH:9][CH:10]=2)[N:5]([C:15]2[CH:20]=[CH:19][CH:18]=[CH:17][CH:16]=2)[C:4]=1[C:21]([O:23][CH3:24])=[O:22].[N:25]1[C:34]2[C:29](=[CH:30][CH:31]=[CH:32][CH:33]=2)[C:28]([NH2:35])=[N:27][CH:26]=1.C(N(CC)C(C)C)(C)C.[H-].[Na+]>O.C1COCC1.ClCCl>[CH3:24][O:23][C:21]([C:4]1[N:5]([C:15]2[CH:20]=[CH:19][CH:18]=[CH:17][CH:16]=2)[C:6]2[C:11]([C:12](=[O:13])[C:3]=1[CH2:2][NH:35][C:28]1[C:29]3[C:34](=[CH:33][CH:32]=[CH:31][CH:30]=3)[N:25]=[CH:26][N:27]=1)=[CH:10][CH:9]=[C:8]([Cl:14])[CH:7]=2)=[O:22] |f:3.4|. Procedure: In a 10 mL round-bottomed flask, methyl 3-(bromomethyl)-7-chloro-4-oxo-1-phenyl-1,4-dihydroquinoline-2-carboxylate (50 mg, 0.123 mmol) was combined with dichloromethane (5 mL) to give a colorless solution. Quinazolin-4-ylamine (17.8 mg, 0.123 mmol) and N,N-diisopropylethylamine (19.1 mg, 0.148 mmol) were added. The reaction mixture was stirred at room temperature overnight. TLC showed only starting material present after this time. Sodium hydride (60% suspension) (9.8 mg, 0.264 mmol) and 2 mL of... The reactants are CCOC(=O)CC(=O)C(C)(C)N1COC(C)=C(c2ccccc2)C1=O, CN(C)P(=O)(N(C)C)N(C)C, COCCOC, ClCC=CCCl. Yields the product CCOC(=O)C1(C(=O)C(C)(C)N2COC(C)=C(c3ccccc3)C2=O)CC=CC1. Reaction SMILES: [CH3:1][C:2]1=[C:3]([c:20]2[cH:21][cH:22][cH:23][cH:24][cH:25]2)[C:4](=[O:19])[N:5]([C:8]([C:9]([CH2:10][C:11](=[O:12])[O:13][CH2:14][CH3:15])=[O:16])([CH3:17])[CH3:18])[CH2:6][O:7]1.[CH3:26][N:27]([P:28]([N:29]([CH3:30])[CH3:31])([N:32]([CH3:33])[CH3:34])=[O:35])[CH3:36].[CH3:43][O:44][CH2:45][CH2:46][O:47][CH3:48].[Cl:37][CH2:38][CH:39]=[CH:40][CH2:41][Cl:42]>>[CH3:1][C:2]1=[C:3]([c:20]2[cH:21][cH:22][cH:23][cH:24][cH:25]2)[C:4](=[O:19])[N:5]([C:8]([C:9]([C:10]2([C:11](=[O:12])[O:13][CH2:14][CH3:15])[CH2:38][CH:39]=[CH:40][CH2:41]2)=[O:16])([CH3:17])[CH3:18])[CH2:6][O:7]1. The reactants are CN(C)C=O, [H-], [Na+], O, CCOC(=O)COc1cccc2c1CCc1sc(O)nc1-2, ICCC(c1ccccc1)c1ccccc1. Yields the product CCOC(=O)COc1cccc2c1CCc1sc(OCCC(c3ccccc3)c3ccccc3)nc1-2. Reaction SMILES: [CH3:40][N:41]([CH3:42])[CH:43]=[O:44].[H-:22].[Na+:23].[OH2:45].[OH:1][c:2]1[s:3][c:4]2[c:5]([n:6]1)-[c:7]1[cH:8][cH:9][cH:10][c:11]([O:15][CH2:16][C:17](=[O:18])[O:19][CH2:20][CH3:21])[c:12]1[CH2:13][CH2:14]2.[c:24]1([CH:30]([CH2:31][CH2:32][I:33])[c:34]2[cH:35][cH:36][cH:37][cH:38][cH:39]2)[cH:25][cH:26][cH:27][cH:28][cH:29]1>>[O:1]([c:2]1[s:3][c:4]2[c:5]([n:6]1)-[c:7]1[cH:8][cH:9][cH:10][c:11]([O:15][CH2:16][C:17](=[O:18])[O:19][CH2:20][CH3:21])[c:12]1[CH2:13][CH2:14]2)[CH2:32][CH2:31][CH:30]([c:24]1[cH:25][cH:26][cH:27][cH:28][cH:29]1)[c:34]1[cH:35][cH:36][cH:37][cH:38][cH:39]1.